This data is from the Open Reaction Database (ORD), a public repository of structured organic reaction records. The task is: describe an organic reaction: reactants, conditions, products, and yield The reactants are [Br-], CCOc1cccc(OCC)c1C[P+](c1ccccc1)(c1ccccc1)c1ccccc1, C1CCOC1, CC(C)(C)[O-], [K+], O=Cc1cccc(CCCN2C(=O)c3ccccc3C2=O)c1. Product: CCOc1cccc(OCC)c1C=Cc1cccc(CCCN2C(=O)c3ccccc3C2=O)c1. Reaction SMILES: [Br-:23].[CH2:24]([CH3:25])[O:26][c:27]1[c:28]([CH2:29][P+:30]([c:31]2[cH:32][cH:33][cH:34][cH:35][cH:36]2)([c:37]2[cH:38][cH:39][cH:40][cH:41][cH:42]2)[c:43]2[cH:44][cH:45][cH:46][cH:47][cH:48]2)[c:49]([O:53][CH2:54][CH3:55])[cH:50][cH:51][cH:52]1.[CH2:62]1[O:63][CH2:64][CH2:65][CH2:66]1.[CH3:56][C:57]([CH3:58])([O-:59])[CH3:60].[K+:61].[O:1]=[C:2]1[N:3]([CH2:12][CH2:13][CH2:14][c:15]2[cH:16][c:17]([CH:18]=[O:19])[cH:20][cH:21][cH:22]2)[C:4](=[O:11])[c:5]2[cH:6][cH:7][cH:8][cH:9][c:10]21>>[O:1]=[C:2]1[N:3]([CH2:12][CH2:13][CH2:14][c:15]2[cH:16][c:17]([CH:18]=[CH:29][c:28]3[c:27]([O:26][CH2:24][CH3:25])[cH:52][cH:51][cH:50][c:49]3[O:53][CH2:54][CH3:55])[cH:20][cH:21][cH:22]2)[C:4](=[O:11])[c:5]2[cH:6][cH:7][cH:8][cH:9][c:10]21. Starting materials: O=C1NC(C2=C(N1CC1=CC=C(C=C1)C=1C(=CC=CC1)C#N)SC(=C2)CC(F)(F)F)=O (4′-{[2,4-dioxo-6-(2,2,2-trifluoroethyl)-3,4-dihydrothieno[2,3-d]pyrimidin-1(2H)-yl]methyl}biphenyl-2-carbonitrile), BrCC(=O)C1=C(C=C(C=C1)F)F (2-bromo-1-(2,4-difluorophenyl)ethanone), CN(C=O)C (N,N-dimethylformamide), [H-].[Na+] (sodium hydride). Solvent: C(C)(=O)OCC (ethyl acetate). Reaction conditions: time 2 hour. The product is FC1=C(C=CC(=C1)F)C(CN1C(N(C2=C(C1=O)C=C(S2)CC(F)(F)F)CC2=CC=C(C=C2)C=2C(=CC=CC2)C#N)=O)=O (4′-{[3-[2-(2,4-difluorophenyl)-2-oxoethyl]-2,4-dioxo-6-(2,2,2-trifluoroethyl)-3,4-dihydrothieno[2,3-d]pyrimidin-1(2H)-yl]methyl}biphenyl-2-carbonitrile). The yield is 48.4%. RXN SMILES: [O:1]=[C:2]1[N:7]([CH2:8][C:9]2[CH:14]=[CH:13][C:12]([C:15]3[C:16]([C:21]#[N:22])=[CH:17][CH:18]=[CH:19][CH:20]=3)=[CH:11][CH:10]=2)[C:6]2[S:23][C:24]([CH2:26][C:27]([F:30])([F:29])[F:28])=[CH:25][C:5]=2[C:4](=[O:31])[NH:3]1.Br[CH2:33][C:34]([C:36]1[CH:41]=[CH:40][C:39]([F:42])=[CH:38][C:37]=1[F:43])=[O:35].CN(C)C=O.[H-].[Na+]>C(OCC)(=O)C>[F:43][C:37]1[CH:38]=[C:39]([F:42])[CH:40]=[CH:41][C:36]=1[C:34](=[O:35])[CH2:33][N:3]1[C:4](=[O:31])[C:5]2[CH:25]=[C:24]([CH2:26][C:27]([F:30])([F:29])[F:28])[S:23][C:6]=2[N:7]([CH2:8][C:9]2[CH:10]=[CH:11][C:12]([C:15]3[C:16]([C:21]#[N:22])=[CH:17][CH:18]=[CH:19][CH:20]=3)=[CH:13][CH:14]=2)[C:2]1=[O:1] |f:3.4|. Procedure: To a mixture of 4′-{[2,4-dioxo-6-(2,2,2-trifluoroethyl)-3,4-dihydrothieno[2,3-d]pyrimidin-1(2H)-yl]methyl}biphenyl-2-carbonitrile (1.5 g), 2-bromo-1-(2,4-difluorophenyl)ethanone (0.88 g) and N,N-dimethylformamide (30 mL) was added 60% sodium hydride (0.16 g), and the mixture was stirred at room temperature for 2 hr. The reaction mixture was diluted with ethyl acetate, washed with 5% potassium hydrogensulfate and then saturated brine, and dried over anhydrous magnesium sulfate. The solvent was ev... Reactants: ClCCl, O=C(Cl)C(=O)Cl, O=[N+]([O-])c1ccc(NCc2ccccc2)cc1, CCC(=O)CCC(=O)Cl, O=S(Cl)Cl, c1ccncc1. Reaction SMILES: [CH2:43]([Cl:44])[Cl:45].[Cl:37][C:38]([C:39]([Cl:40])=[O:41])=[O:42].[N+:1](=[O:2])([O-:3])[c:4]1[cH:5][cH:6][c:7]([NH:10][CH2:11][c:12]2[cH:13][cH:14][cH:15][cH:16][cH:17]2)[cH:8][cH:9]1.[O:24]=[C:25]([CH2:26][CH2:27][C:28](=[O:29])[Cl:30])[CH2:31][CH3:32].[S:33]([Cl:34])([Cl:35])=[O:36].[cH:18]1[cH:19][cH:20][n:21][cH:22][cH:23]1>>[N+:1](=[O:2])([O-:3])[c:4]1[cH:5][cH:6][c:7]([N:10]([CH2:11][c:12]2[cH:13][cH:14][cH:15][cH:16][cH:17]2)[C:28]([CH2:27][CH2:26][C:25](=[O:24])[CH2:31][CH3:32])=[O:29])[cH:8][cH:9]1. The product is CCC(=O)CCC(=O)N(Cc1ccccc1)c1ccc([N+](=O)[O-])cc1. Starting materials: CC#N, CCOC(=O)CC1(O)CCCCc2nc(C(C)C)n(Cc3ccc(Cl)cc3)c21, [I-], [Na+]. Yields the product CCOC(=O)CC1CCCCc2nc(C(C)C)n(Cc3ccc(Cl)cc3)c21. RXN SMILES: [CH3:31][C:32]#[N:33].[Cl:3][c:4]1[cH:5][cH:6][c:7]([CH2:10][n:11]2[c:12]([CH:28]([CH3:29])[CH3:30])[n:13][c:14]3[c:15]2[C:16]([OH:21])([CH2:22][C:23](=[O:24])[O:25][CH2:26][CH3:27])[CH2:17][CH2:18][CH2:19][CH2:20]3)[cH:8][cH:9]1.[I-:2].[Na+:1]>>[Cl:3][c:4]1[cH:5][cH:6][c:7]([CH2:10][n:11]2[c:12]([CH:28]([CH3:29])[CH3:30])[n:13][c:14]3[c:15]2[CH:16]([CH2:22][C:23](=[O:24])[O:25][CH2:26][CH3:27])[CH2:17][CH2:18][CH2:19][CH2:20]3)[cH:8][cH:9]1. Starting materials: C1(=CC=C(C=C1)S(=O)(=O)Cl)C (p-toluenesulfonyl chloride), NC=1NC(C=C(N1)NC(=O)OC)=O (methyl 2-amino-1,6-dihydro-6-oxo-4-pyrimidinecarbamate), [OH-].[Na+] (sodium hydroxide), O (water). Run in CC(=O)C (acetone), CC(=O)C (acetone). Conditions: time 18 hour. Product: NC1=NC(=CC(=N1)NC(=O)OC)OS(=O)(=O)C1=CC=C(C=C1)C (methyl 2-amino-6-[(p-toluenesulfonyl)oxy]-4-pyrimidinecarbamate). As a reaction SMILES: [C:1]1([CH3:11])[CH:6]=[CH:5][C:4]([S:7](Cl)(=[O:9])=[O:8])=[CH:3][CH:2]=1.[NH2:12][C:13]1[NH:14][C:15](=[O:24])[CH:16]=[C:17]([NH:19][C:20]([O:22][CH3:23])=[O:21])[N:18]=1.[OH-].[Na+].O>CC(C)=O>[NH2:12][C:13]1[N:18]=[C:17]([NH:19][C:20]([O:22][CH3:23])=[O:21])[CH:16]=[C:15]([O:24][S:7]([C:4]2[CH:5]=[CH:6][C:1]([CH3:11])=[CH:2][CH:3]=2)(=[O:9])=[O:8])[N:14]=1 |f:2.3|. Reported procedure: 2.08 g (11 mmol) of p-toluenesulfonyl chloride in 20 ml of acetone are added dropwise to a solution of 1.47 g (8 mmol) of methyl 2-amino-1,6-dihydro-6-oxo-4-pyrimidinecarbamate, 12 ml of 1N sodium hydroxide, 5 ml of water and 50 ml of acetone. The mixture is stirred at room temperature for 18 hours. After filtration of the precipitate, the solvent is evaporated under reduced pressure. The residue is dissolved in a mixture of ethyl acetate and water, the organic phase is separated, dried and evap... Starting materials: O=C(O)C1CCN(Cc2ccccc2)CC1, O=C(Cl)C(=O)Cl. Yields the product O=C(O)C1CCN(Cc2ccccc2)CC1, [Cl-]. Reaction SMILES: [CH2:1]([c:2]1[cH:3][cH:4][cH:5][cH:6][cH:7]1)[N:8]1[CH2:9][CH2:10][CH:11]([C:14](=[O:15])[OH:16])[CH2:12][CH2:13]1.[Cl:17][C:18]([C:19]([Cl:20])=[O:21])=[O:22]>>[CH2:1]([c:2]1[cH:3][cH:4][cH:5][cH:6][cH:7]1)[N:8]1[CH2:9][CH2:10][CH:11]([C:14](=[O:15])[OH:16])[CH2:12][CH2:13]1.[Cl-:17].